This data is from the Open Reaction Database (ORD), a public repository of structured organic reaction records. The task is: describe an organic reaction: reactants, conditions, products, and yield As a reaction SMILES: [CH3:1][CH2:2][O:3][C:4](=[O:5])[CH3:6].[CH3:30][CH2:31][OH:32].[H:26][H:27].[N+:7]([O-:8])(=[O:9])[c:10]1[c:11]([CH:20]2[C:21](=[O:22])[O:23][CH2:24][CH2:25]2)[cH:12][c:13]([O:18][CH3:19])[c:14]([O:16][CH3:17])[cH:15]1.[Pt:28]=[O:29]>>[NH:7]1[c:10]2[c:11]([cH:12][c:13]([O:18][CH3:19])[c:14]([O:16][CH3:17])[cH:15]2)[CH:20]([CH2:25][CH2:24][OH:23])[C:21]1=[O:22]. Reactants: CCOC(C)=O, CCO, [H][H], COc1cc(C2CCOC2=O)c([N+](=O)[O-])cc1OC, O=[Pt]. The product is COc1cc2c(cc1OC)C(CCO)C(=O)N2. Reactants: CC(=O)O, CC(C)N1Cc2c(cccc2[N+](=O)[O-])C1=O, [Fe], O. Product: CC(C)N1Cc2c(N)cccc2C1=O. RXN SMILES: [C:18]([OH:19])(=[O:20])[CH3:21].[CH3:1][CH:2]([CH3:3])[N:4]1[C:5](=[O:16])[c:6]2[cH:7][cH:8][cH:9][c:10]([N+:13]([O-:14])=[O:15])[c:11]2[CH2:12]1.[Fe:22].[OH2:17]>>[CH3:1][CH:2]([CH3:3])[N:4]1[C:5](=[O:16])[c:6]2[cH:7][cH:8][cH:9][c:10]([NH2:13])[c:11]2[CH2:12]1. Reactants: CC(C)C(=O)Nc1cccc(C2CCNCC2)c1, O=C(CCCl)c1ccc(Cl)cc1, [K+], [K+], O=C([O-])[O-]. Yields the product CC(C)C(=O)Nc1cccc(C2CCN(CCC(=O)c3ccc(Cl)cc3)CC2)c1. As a reaction SMILES: [CH3:19][CH:20]([C:21](=[O:22])[NH:23][c:24]1[cH:25][c:26]([CH:30]2[CH2:31][CH2:32][NH:33][CH2:34][CH2:35]2)[cH:27][cH:28][cH:29]1)[CH3:36].[Cl:7][CH2:8][CH2:9][C:10](=[O:11])[c:12]1[cH:13][cH:14][c:15]([Cl:18])[cH:16][cH:17]1.[K+:1].[K+:2].[O-:3][C:4]([O-:5])=[O:6]>>[CH2:8]([CH2:9][C:10](=[O:11])[c:12]1[cH:13][cH:14][c:15]([Cl:18])[cH:16][cH:17]1)[N:33]1[CH2:32][CH2:31][CH:30]([c:26]2[cH:25][c:24]([NH:23][C:21]([CH:20]([CH3:19])[CH3:36])=[O:22])[cH:29][cH:28][cH:27]2)[CH2:35][CH2:34]1. The reactants are O=C(O)c1cnn2c(C(F)(F)F)cc(-c3ccc(C(F)(F)F)cc3)nc12, Cc1nc(N)sc1S(=O)(=O)N1CCC(O)C1. Product: Cc1nc(NC(=O)c2cnn3c(C(F)(F)F)cc(-c4ccc(C(F)(F)F)cc4)nc23)sc1S(=O)(=O)N1CCC(O)C1. RXN SMILES: [F:1][C:2]([c:3]1[cH:4][c:5](-[c:15]2[cH:16][cH:17][c:18]([C:21]([F:22])([F:23])[F:24])[cH:19][cH:20]2)[n:6][c:7]2[n:8]1[n:9][cH:10][c:11]2[C:12](=[O:13])[OH:14])([F:25])[F:26].[NH2:27][c:28]1[s:29][c:30]([S:34](=[O:35])(=[O:36])[N:37]2[CH2:38][CH:39]([OH:42])[CH2:40][CH2:41]2)[c:31]([CH3:33])[n:32]1>>[F:1][C:2]([c:3]1[cH:4][c:5](-[c:15]2[cH:16][cH:17][c:18]([C:21]([F:22])([F:23])[F:24])[cH:19][cH:20]2)[n:6][c:7]2[n:8]1[n:9][cH:10][c:11]2[C:12](=[O:13])[NH:27][c:28]1[s:29][c:30]([S:34](=[O:35])(=[O:36])[N:37]2[CH2:38][CH:39]([OH:42])[CH2:40][CH2:41]2)[c:31]([CH3:33])[n:32]1)([F:25])[F:26]. The reactants are COC1(C=CC(=O)O)CCOCC1, O=C(Cl)C(=O)Cl. Product: COC1(C=CC(=O)Cl)CCOCC1. As a reaction SMILES: [CH3:1][O:2][C:3]1([CH:9]=[CH:10][C:11](=[O:12])[OH:13])[CH2:4][CH2:5][O:6][CH2:7][CH2:8]1.[Cl:14][C:15]([C:16]([Cl:17])=[O:18])=[O:19]>>[CH3:1][O:2][C:3]1([CH:9]=[CH:10][C:11](=[O:13])[Cl:14])[CH2:4][CH2:5][O:6][CH2:7][CH2:8]1.